Task: describe an organic reaction: reactants, conditions, products, and yield. Dataset: the Open Reaction Database (ORD), a public repository of structured organic reaction records Reactants: solution, Cl (hydrogen chloride), O (water), aqueous solution, [OH-].[Na+] (sodium hydroxide), C[C@H](C(=O)O[C@H]1CCC=C2C=C[C@@H]([C@@H]([C@@H]12)CC[C@@H]1C[C@H](CC(O1)=O)O)C)CCC ((4R,6R)-6-{2-[(1S,2S,8S,8aR)-1,2,6,7,8,8a-Hexahydro-8-[(S)-2-methylvaleryloxy]-2-methyl-1-naphthyl]ethyl}tetrahydro-4-hydroxy-2H-pyran-2-one). The solvent is O1CCOCC1 (1,4-dioxane). Conditions: temperature 60 celsius. Product: O[C@@H](CC(=O)[O-])C[C@@H](CC[C@H]1[C@H](C=CC2=CCC[C@@H]([C@H]12)OC([C@H](CCC)C)=O)C)O.[Na+] (Sodium(3R,5R)-3,5-dihydroxy-7-{(1S,2S,8S,8aR)-2-methyl-8-[(S)-2-methylvaleryloxy]-1,2,6,7,8,8a-hexahydro-1-naphthyl}heptanoate). RXN SMILES: [OH-:1].[Na+:2].[CH3:3][C@@H:4]([CH2:29][CH2:30][CH3:31])[C:5]([O:7][C@@H:8]1[C@H:17]2[C:12]([CH:13]=[CH:14][C@H:15]([CH3:28])[C@@H:16]2[CH2:18][CH2:19][C@H:20]2[O:25][C:24](=[O:26])[CH2:23][C@H:22](O)[CH2:21]2)=[CH:11][CH2:10][CH2:9]1)=[O:6].[OH2:32].Cl>O1CCOCC1>[OH:1][C@H:22]([CH2:21][C@H:20]([OH:25])[CH2:19][CH2:18][C@@H:16]1[C@@H:17]2[C:12](=[CH:11][CH2:10][CH2:9][C@@H:8]2[O:7][C:5](=[O:6])[C@@H:4]([CH3:3])[CH2:29][CH2:30][CH3:31])[CH:13]=[CH:14][C@@H:15]1[CH3:28])[CH2:23][C:24]([O-:26])=[O:32].[Na+:2] |f:0.1,6.7|. Procedure details: 0.1 ml of a 0.1N aqueous solution of sodium hydroxide was added to a solution of 10 mg of (4R,6R)-6-{2-[(1S,2S,8S,8aR)-1,2,6,7,8,8a-hexahydro-8-[(S)-2-methylvaleryloxy]-2-methyl-1-naphthyl]ethyl}tetrahydro-4-hydroxy-2H-pyran-2-one [prepared as described in Example 85, above] in 0.2 ml of 1,4-dioxane, and the mixture was heated at 60° C. for 30 minutes. At the end of this time, 10 ml of water were added to the mixture and the pH of the mixture was adjusted to pH 8.5 with the addition of an approp... Reactants: C(C(=C)C)(=O)OCC1CO1 (glycidyl methacrylate), C(C(=C)C)(=O)OC(C)OCC (1-ethoxyethyl methacrylate), C(C(=C)C)(=O)OCCO (2-hydroxyethyl methacrylate), C(C(=C)C)(=O)OCC1=CC=CC=C1 (benzyl methacrylate), N(=NC(C(=O)[O-])(CC)C)C(C(=O)[O-])(CC)C (2,2′-azobis(methyl 2-methylpropionate)). The solvent is CCCCCCC (heptane), C(C(C)C)C(=O)C (methyl isobutyl ketone). Run at time 6 hour. Product: COCCOCCOCC (diethylene glycol ethyl methyl ether), C(C(=C)C)(=O)OCC1CO1.C(C(=C)C)(=O)OC(C)OCC.C(C(=C)C)(=O)OCCO.C(C(=C)C)(=O)OCC1=CC=CC=C1 (glycidyl methacrylate 1-ethoxyethyl methacrylate 2-hydroxyethyl methacrylate benzyl methacrylate). Reaction SMILES: [C:1]([O:6][CH2:7][CH:8]1[O:10][CH2:9]1)(=[O:5])[C:2]([CH3:4])=[CH2:3].[C:11]([O:16][CH:17]([O:19][CH2:20][CH3:21])[CH3:18])(=[O:15])[C:12]([CH3:14])=[CH2:13].[C:22]([O:27][CH2:28][CH2:29][OH:30])(=[O:26])[C:23]([CH3:25])=[CH2:24].[C:31]([O:36][CH2:37][C:38]1[CH:43]=[CH:42][CH:41]=[CH:40][CH:39]=1)(=[O:35])[C:32]([CH3:34])=[CH2:33].N(C(C)(CC)C([O-])=O)=NC(C)(CC)C([O-])=O>CCCCCCC.C(C(C)=O)C(C)C>[CH3:1][O:6][CH2:7][CH2:8][O:10][CH2:21][CH2:20][O:19][CH2:17][CH3:18].[C:1]([O:6][CH2:7][CH:8]1[O:10][CH2:9]1)(=[O:5])[C:2]([CH3:4])=[CH2:3].[C:11]([O:16][CH:17]([O:19][CH2:20][CH3:21])[CH3:18])(=[O:15])[C:12]([CH3:14])=[CH2:13].[C:22]([O:27][CH2:28][CH2:29][OH:30])(=[O:26])[C:23]([CH3:25])=[CH2:24].[C:31]([O:36][CH2:37][C:38]1[CH:39]=[CH:40][CH:41]=[CH:42][CH:43]=1)(=[O:35])[C:32]([CH3:34])=[CH2:33] |f:8.9.10.11|. Procedure details: A 500 ml three-necked flask was charged with 34.1 g (0.24 mol) of glycidyl methacrylate, 28.5 g (0.18 mol) of 1-ethoxyethyl methacrylate, 7.8 g (0.06 mol) of 2-hydroxyethyl methacrylate, 21.1 g (0.12 mol) of benzyl methacrylate and 300 ml of methyl isobutyl ketone. A catalytic amount of 2,2′-azobis(methyl 2-methylpropionate) as a radical polymerization initiator was added to the mixture, and polymerization was performed in a nitrogen stream at 80° C. for six hours. The obtained reaction liquid w... Reactants: FC(C(=O)OCC)F (Ethyl difluoroacetate), ClC1=CC=C(C=C1)C(C)=O (4'-chloroacetophenone), C[O-].[Na+] (sodium methoxide), CO (methanol), Cl (HCl). Run in C(C)OCC (diethyl ether), CCOCC (ether), C(C)OCC (diethyl ether). Product: FC(C(CC(=O)C1=CC=C(C=C1)Cl)=O)F (4,4-difluoro-1-[4-(chloro)phenyl]-butane-1,3-dione). The yield is 99.5%. RXN SMILES: [F:1][CH:2]([F:8])[C:3]([O:5]CC)=O.C[O-].[Na+].CO.[Cl:14][C:15]1[CH:20]=[CH:19][C:18]([C:21](=[O:23])[CH3:22])=[CH:17][CH:16]=1.Cl>C(OCC)C>[F:8][CH:2]([F:1])[C:3](=[O:5])[CH2:22][C:21]([C:18]1[CH:19]=[CH:20][C:15]([Cl:14])=[CH:16][CH:17]=1)=[O:23] |f:1.2|. Procedure: Ethyl difluoroacetate (24.82 g, 200 mmol) was placed in a 500 mL three-necked round bottom flask, and dissolved in diethyl ether (200 mL). To the stirred solution was added 25 weight % sodium methoxide in methanol (48 mL, 210 mmol) via an addition funnel over a 2 minute period. Next, 4'-chloroacetophenone (25.94 g, 200 mmol) was dissolved in diethyl ether (50 mL), and added to the reaction dropwise over 5 minutes. After stirring overnight (18 hours), 1N HCl (250 mL) and ether (250 mL) were added... The reactants are CN1C2CCC1CC(O)C2, ClC(Cl)Cl, ClCCl, [Na+], [OH-], O=S(Cl)Cl. Product: CN1C2CCC1CC(Cl)C2. As a reaction SMILES: [CH3:1][N:2]1[CH:3]2[CH2:4][CH2:5][CH:6]1[CH2:7][CH:8]([OH:9])[CH2:10]2.[Cl:11][CH:12]([Cl:13])[Cl:14].[Cl:21][CH2:22][Cl:23].[Na+:20].[OH-:19].[S:15]([Cl:16])([Cl:17])=[O:18]>>[CH3:1][N:2]1[CH:3]2[CH2:4][CH2:5][CH:6]1[CH2:7][CH:8]([Cl:11])[CH2:10]2. RXN SMILES: CO[CH:3]1[CH2:7][CH2:6][CH:5](OC)O1.[NH2:10][CH:11]([C:16]1[CH:21]=[CH:20][C:19]([OH:22])=[CH:18][CH:17]=1)[CH2:12][C:13]([OH:15])=[O:14].C([O-])(=O)C.[Na+]>C(O)(=O)C>[OH:22][C:19]1[CH:18]=[CH:17][C:16]([CH:11]([N:10]2[CH:3]=[CH:7][CH:6]=[CH:5]2)[CH2:12][C:13]([OH:15])=[O:14])=[CH:21][CH:20]=1 |f:2.3|. Run in C(C)(=O)O (acetic acid). The reactants are COC1OC(CC1)OC (2,5-dimethoxytetrahydrofuran), NC(CC(=O)O)C1=CC=C(C=C1)O (3-amino-3-(4-hydroxyphenyl) propanoic acid), C(C)(=O)[O-].[Na+] (sodium acetate). The product is OC1=CC=C(C=C1)C(CC(=O)O)N1C=CC=C1 (3-(4-Hydroxyphenyl)-3-(1H-pyrrol-1-yl)propanoic acid). Reaction conditions: time 1 hour. Procedure details: At 100° C., 2,5-dimethoxytetrahydrofuran (8.5 mmol) was added to a mixture of 3-amino-3-(4-hydroxyphenyl) propanoic acid (7.7 mmol) and sodium acetate (46 mmol) in acetic acid (34 mL). After stirring for 1 h, acetic acid was removed under reduced pressure. The residue was extracted with ethyl acetate (300 mL). The organic layer was washed with brine and dried over anhydrous Na2SO4 and concentrated. The residue was purified via column chromatography (10% methanol in dichloromethane) to compound 5... Starting materials: BrC=1C(=C(C(=O)OCC)C(=CC1)CSC1=CC=CC=C1)OC (ethyl 3-bromo-6-(phenylthiomethyl)-2-methoxybenzoate), ClC=1C=C(C=CC1)S (3-chlorothiophenol), BrC=1C(=C(C(=O)OC)C(=CC1)CBr)OC (methyl 3-bromo-6-bromomethyl-2-methoxybenzoate), BrC=1C(=C(C(=O)OC)C(=CC1)CBr)OC (methyl 3-bromo-6-bromomethyl-2-methoxybenzoate). The product is BrC=1C(=C(C(=O)OC)C(=CC1)CSC1=CC(=CC=C1)Cl)OC (Methyl 3-bromo-6-(3-chlorophenylthiomethyl)-2-methoxybenzoate). RXN SMILES: [Br:1][C:2]1[C:3]([O:21][CH3:22])=[C:4]([C:10]([CH2:13][S:14][C:15]2[CH:20]=[CH:19][CH:18]=[CH:17][CH:16]=2)=[CH:11][CH:12]=1)[C:5]([O:7][CH2:8]C)=[O:6].BrC1C(OC)=C(C(CBr)=CC=1)C(OC)=O.[Cl:38]C1C=C(S)C=CC=1>>[Br:1][C:2]1[C:3]([O:21][CH3:22])=[C:4]([C:10]([CH2:13][S:14][C:15]2[CH:20]=[CH:19][CH:18]=[C:17]([Cl:38])[CH:16]=2)=[CH:11][CH:12]=1)[C:5]([O:7][CH3:8])=[O:6]. Reported procedure: Prepared by proceeding in a similar manner to Intermediate 73, starting from methyl 3-bromo-6-bromomethyl-2-methoxybenzoate (Intermediate 89) and 3-chlorothiophenol. Starting materials: C1CCOC1, CN, O=C1CC(c2ccc([N+](=O)[O-])cc2)CC(=O)O1. Product: CN1C(=O)CC(c2ccc([N+](=O)[O-])cc2)CC1=O. Reaction SMILES: [CH2:20]1[O:21][CH2:22][CH2:23][CH2:24]1.[CH3:18][NH2:19].[N+:1](=[O:2])([O-:3])[c:4]1[cH:5][cH:6][c:7]([CH:10]2[CH2:11][C:12](=[O:17])[O:13][C:14](=[O:16])[CH2:15]2)[cH:8][cH:9]1>>[N+:1](=[O:2])([O-:3])[c:4]1[cH:5][cH:6][c:7]([CH:10]2[CH2:11][C:12](=[O:13])[N:19]([CH3:18])[C:14](=[O:16])[CH2:15]2)[cH:8][cH:9]1.